From a dataset of the Open Reaction Database (ORD), a public repository of structured organic reaction records. describe an organic reaction: reactants, conditions, products, and yield Reactants: COC(=O)c1ccc2c(c1)NC(=O)CS2, [Na+], C1CCOC1, [OH-], O. Product: O=C1CSc2ccc(C(=O)O)cc2N1. Reaction SMILES: [CH3:1][O:2][C:3](=[O:4])[c:5]1[cH:6][cH:7][c:8]2[c:9]([cH:15]1)[NH:10][C:11](=[O:14])[CH2:12][S:13]2.[Na+:17].[O:19]1[CH2:20][CH2:21][CH2:22][CH2:23]1.[OH-:16].[OH2:18]>>[O:2]=[C:3]([OH:4])[c:5]1[cH:6][cH:7][c:8]2[c:9]([cH:15]1)[NH:10][C:11](=[O:14])[CH2:12][S:13]2.